Task: describe an organic reaction: reactants, conditions, products, and yield. Dataset: the Open Reaction Database (ORD), a public repository of structured organic reaction records The reactants are Cl.FC(OC1=CC=C(N)C=C1)(F)F (4-(trifluoromethoxy)aniline hydrochloride), N1=CC=CC=C1 (pyridine), Cl (HCl), ClC=1C=C(C(=NC1)OC1=CC=C(OC(C(=O)Cl)C)C=C1)F (2-(4-((5-chloro-3-fluoro-2-pyridinyl)oxy)phenoxy)propanoyl chloride), ice. Solvent: C(Cl)Cl (methylene chloride), C(Cl)Cl (methylene chloride). Reaction conditions: time 8 hour. The product is ClC=1C=C(C(=NC1)OC1=CC=C(OC(C(=O)NC2=CC=C(C=C2)OC(F)(F)F)C)C=C1)F (2-(4-((5-Chloro-3-fluoro-2-pyridinyl)oxy)phenoxy)-N-(4-(trifluoromethoxy)phenyl)propanamide). Yield: 15.0%. As a reaction SMILES: [Cl:1][C:2]1[CH:3]=[C:4]([F:21])[C:5]([O:8][C:9]2[CH:20]=[CH:19][C:12]([O:13][CH:14]([CH3:18])[C:15](Cl)=[O:16])=[CH:11][CH:10]=2)=[N:6][CH:7]=1.Cl.[F:23][C:24]([F:34])([F:33])[O:25][C:26]1[CH:32]=[CH:31][C:29]([NH2:30])=[CH:28][CH:27]=1.N1C=CC=CC=1.Cl>C(Cl)Cl>[Cl:1][C:2]1[CH:3]=[C:4]([F:21])[C:5]([O:8][C:9]2[CH:20]=[CH:19][C:12]([O:13][CH:14]([CH3:18])[C:15]([NH:30][C:29]3[CH:31]=[CH:32][C:26]([O:25][C:24]([F:23])([F:33])[F:34])=[CH:27][CH:28]=3)=[O:16])=[CH:11][CH:10]=2)=[N:6][CH:7]=1 |f:1.2|. Procedure: A solution of 4.8 mmol of 2-(4-((5-chloro-3-fluoro-2-pyridinyl)oxy)phenoxy)propanoyl chloride (previously prepared from the corresponding acid) in 15 ml of methylene chloride was added, under N2, to an ice-cooled mixture of 1.03 g (4.8 mmol) of 4-(trifluoromethoxy)aniline hydrochloride, 0.95 g (12 mmol) of pyridine and 25 ml of methylene chloride. The resulting mixture was stirred at ambient temperature overnight and then poured into dilute aqueous HCl. The aqueous layer was separated and extrac... The reactants are CCNCC, CC#N, O=[N+]([O-])c1ccc(OCCCCl)cc1. Yields the product CCN(CC)CCCOc1ccc([N+](=O)[O-])cc1, Cl. As a reaction SMILES: [CH2:15]([CH3:16])[NH:17][CH2:18][CH3:19].[CH3:20][C:21]#[N:22].[Cl:1][CH2:2][CH2:3][CH2:4][O:5][c:6]1[cH:7][cH:8][c:9]([N+:12](=[O:13])[O-:14])[cH:10][cH:11]1>>[CH2:2]([CH2:3][CH2:4][O:5][c:6]1[cH:7][cH:8][c:9]([N+:12](=[O:13])[O-:14])[cH:10][cH:11]1)[N:17]([CH2:15][CH3:16])[CH2:18][CH3:19].[ClH:1]. The reactants are COC(=O)C=1C=C2C=CNC2=CC1 (methyl-5-indole carboxylate), N1=C(C=CC2=CC=CC=C12)COC=1C=C(CCl)C=CC1 (3-(quinolin-2-ylmethoxy)benzyl chloride). The product is COC(=O)C=1C=C2C=CN(C2=CC1)CC1=CC(=CC=C1)OCC1=NC2=CC=CC=C2C=C1 (1-[3-(Quinolin-2-ylmethoxy)benzyl]indole-5-carboxylic acid methyl ester). Reaction SMILES: [CH3:1][O:2][C:3]([C:5]1[CH:6]=[C:7]2[C:11](=[CH:12][CH:13]=1)[NH:10][CH:9]=[CH:8]2)=[O:4].[N:14]1[C:23]2[C:18](=[CH:19][CH:20]=[CH:21][CH:22]=2)[CH:17]=[CH:16][C:15]=1[CH2:24][O:25][C:26]1[CH:27]=[C:28]([CH:31]=[CH:32][CH:33]=1)[CH2:29]Cl>>[CH3:1][O:2][C:3]([C:5]1[CH:6]=[C:7]2[C:11](=[CH:12][CH:13]=1)[N:10]([CH2:29][C:28]1[CH:31]=[CH:32][CH:33]=[C:26]([O:25][CH2:24][C:15]3[CH:16]=[CH:17][C:18]4[C:23](=[CH:22][CH:21]=[CH:20][CH:19]=4)[N:14]=3)[CH:27]=1)[CH:9]=[CH:8]2)=[O:4]. Procedure details: This compound was prepared from methyl-5-indole carboxylate and 3-(quinolin-2-ylmethoxy)benzyl chloride (Example 5a) by the method described in Example 1b, part i. The reactants are CCOC(C)=O, CCOC(=O)C(C)(C)Br, CCCCCCC, O=C(c1cnccc1Oc1cc(Cl)c(O)cc1Cl)N1CCN(C2CC2)c2ccccc21. Yields the product CCOC(=O)C(C)(C)Oc1cc(Cl)c(Oc2ccncc2C(=O)N2CCN(C3CC3)c3ccccc32)cc1Cl. Reaction SMILES: [C:41]([O:42][CH2:43][CH3:44])(=[O:45])[CH3:46].[CH2:32]([CH3:33])[O:34][C:35]([C:36]([CH3:37])([CH3:38])[Br:39])=[O:40].[CH3:47][CH2:48][CH2:49][CH2:50][CH2:51][CH2:52][CH3:53].[CH:1]1([N:4]2[CH2:5][CH2:6][N:7]([C:14](=[O:15])[c:16]3[cH:17][n:18][cH:19][cH:20][c:21]3[O:22][c:23]3[c:24]([Cl:31])[cH:25][c:26]([OH:30])[c:27]([Cl:29])[cH:28]3)[c:8]3[cH:9][cH:10][cH:11][cH:12][c:13]32)[CH2:2][CH2:3]1>>[CH:1]1([N:4]2[CH2:5][CH2:6][N:7]([C:14](=[O:15])[c:16]3[cH:17][n:18][cH:19][cH:20][c:21]3[O:22][c:23]3[c:24]([Cl:31])[cH:25][c:26]([O:30][C:36]([C:35]([O:34][CH2:32][CH3:33])=[O:40])([CH3:37])[CH3:38])[c:27]([Cl:29])[cH:28]3)[c:8]3[cH:9][cH:10][cH:11][cH:12][c:13]32)[CH2:2][CH2:3]1. The reactants are O1C(CCCC1)OC(C(=O)O)C=1NC(SC1)=NS(=O)(=O)C (2-(2-tetrahydropyranyl)oxy-2-(2-mesylimino-2,3-dihydro-1,3-thiazol-4-yl)acetic acid), P(=O)(Cl)(Cl)Cl (phosphorus oxychloride), CN1N=NN=C1SCC=1CS[C@H]2N(C1C(=O)O)C(C2N)=O (3-(1-methyl-1H-tetrazol-5-yl)thiomethyl-7-amino-3-cephem-4-carboxylic acid), C[Si](C)(C)C(C(=O)N)[Si](C)(C)C (bis(trimethylsilyl)acetamide), O1C(CCCC1)OC(C(=O)O)C=1N=C(SC1)NS(=O)(=O)C (2-(2-tetrahydropyranyl)oxy-2-(2-mesylamino-1,3-thiazol-4-yl)acetic acid), C([O-])(O)=O.[Na+] (sodium bicarbonate). Run in C(C)(=O)OCC (ethyl acetate), CN(C=O)C (dimethylformamide), C(C)(=O)OCC (ethyl acetate). Conditions: temperature -20 celsius. Yields the product CN1N=NN=C1SCC=1CS[C@H]2N(C1C(=O)O)C(C2NC(C(C=2N=C(SC2)NS(=O)(=O)C)OC2OCCCC2)=O)=O (3-(1-methyl-1H-tetrazol-5-yl)thiomethyl-7-[2-(2-tetrahydropyranyl)oxy-2-(2-mesylamino-1,3-thiazol-4-yl)acetamido]-3-cephem-4-carboxylic acid). As a reaction SMILES: P(Cl)(Cl)(Cl)=O.[O:6]1[CH2:11][CH2:10][CH2:9][CH2:8][CH:7]1[O:12][CH:13]([C:17]1[N:18]=[C:19]([NH:22][S:23]([CH3:26])(=[O:25])=[O:24])[S:20][CH:21]=1)[C:14]([OH:16])=O.[CH3:27][N:28]1[C:32]([S:33][CH2:34][C:35]2[CH2:36][S:37][C@@H:38]3[CH:45]([NH2:46])[C:44](=[O:47])[N:39]3[C:40]=2[C:41]([OH:43])=[O:42])=[N:31][N:30]=[N:29]1.C[Si](C([Si](C)(C)C)C(N)=O)(C)C.C(=O)(O)[O-].[Na+]>C(OCC)(=O)C.CN(C)C=O>[CH3:27][N:28]1[C:32]([S:33][CH2:34][C:35]2[CH2:36][S:37][C@@H:38]3[CH:45]([NH:46][C:14](=[O:16])[CH:13]([O:12][CH:7]4[CH2:8][CH2:9][CH2:10][CH2:11][O:6]4)[C:17]4[N:18]=[C:19]([NH:22][S:23]([CH3:26])(=[O:25])=[O:24])[S:20][CH:21]=4)[C:44](=[O:47])[N:39]3[C:40]=2[C:41]([OH:43])=[O:42])=[N:31][N:30]=[N:29]1 |f:4.5|. Procedure: To dimethylformamide (0.12 g.) was dropwise added phosphorus oxychloride (0.29 g.) under stirring and ice-cooling, and the mixture was stirred for 30 minutes at 40° C. and then cooled to -20° C. To the mixture was added all at once a solution of 2-(2-tetrahydropyranyl)oxy-2-(2-mesylamino-1,3-thiazol-4-yl)acetic acid, which can be represented as 2-(2-tetrahydropyranyl)oxy-2-(2-mesylimino-2,3-dihydro-1,3-thiazol-4-yl)acetic acid, (0.52 g.) in ethyl acetate (7 ml.) at -20° C. with stirring, and the... The reactants are [O-]S(=O)(=O)[O-].[Na+].[Na+] (Na2SO4), solid, [O-]S(=O)(=O)[O-].[Na+].[Na+] (Na2SO4), S(=O)(=O)(O)C=1C=C(C=C(C(=O)O)C1)C(=O)O (5-sulfo isophtalic acid), OO (hydrogen peroxide), C(C)(C)(C)OC (tert.butylmethyl ether). Solvent: S(O)(O)(=O)=O (sulfuric acid). Reaction conditions: temperature 15 celsius, time 2 hour. The product is S(=O)(=O)(O)C=1C=C(C=C(C(=O)OO)C1)C(=O)OO (5-sulfo diperoxy isophtalic acid). As a reaction SMILES: [S:1]([C:5]1[CH:6]=[C:7]([C:14]([OH:16])=[O:15])[CH:8]=[C:9]([CH:13]=1)[C:10](O)=[O:11])([OH:4])(=[O:3])=[O:2].[OH:17][OH:18].[O-:19]S([O-])(=O)=O.[Na+].[Na+].C(OC)(C)(C)C>S(=O)(=O)(O)O>[S:1]([C:5]1[CH:6]=[C:7]([C:14]([O:16][OH:19])=[O:15])[CH:8]=[C:9]([CH:13]=1)[C:10]([O:17][OH:18])=[O:11])([OH:4])(=[O:3])=[O:2] |f:2.3.4|. Reported procedure: 4.00 g (0. 0149 mol) 5-sulfo isophtalic acid was dissolved in 11.00 g 98% sulfuric acid at 35° C. during 1 hour and was then cooled to 15° C. 3.58 g (0.895 mol) 85% hydrogen peroxide was added by drops, the temperature not exceeding 25° C. After 2 hours reaction at 35° C., 200 ml saturated Na2SO4 solution and a few grams of solid Na2SO4 were added. The solution was poured into cold tert.butylmethyl ether and was allowed to stand for 2 hours under agitation. The tert.butyl-methyl ether phase was ... The reactants are CC(C)(C)[O-], COCCOC, CCOC(C)=O, Clc1ccccc1C1CC1C1CC1, NCc1ccccc1, [Na+]. Product: c1ccc(CNc2ccccc2C2CC2C2CC2)cc1. Reaction SMILES: [C:22]([O-:23])([CH3:24])([CH3:25])[CH3:26].[CH2:34]([CH2:35][O:36][CH3:37])[O:38][CH3:39].[CH3:28][CH2:29][O:30][C:31](=[O:32])[CH3:33].[Cl:1][c:2]1[c:3]([CH:8]2[CH:9]([CH:11]3[CH2:12][CH2:13]3)[CH2:10]2)[cH:4][cH:5][cH:6][cH:7]1.[NH2:14][CH2:15][c:16]1[cH:17][cH:18][cH:19][cH:20][cH:21]1.[Na+:27]>>[c:2]1([NH:14][CH2:15][c:16]2[cH:17][cH:18][cH:19][cH:20][cH:21]2)[c:3]([CH:8]2[CH:9]([CH:11]3[CH2:12][CH2:13]3)[CH2:10]2)[cH:4][cH:5][cH:6][cH:7]1.